Dataset: the Open Reaction Database (ORD), a public repository of structured organic reaction records. Task: describe an organic reaction: reactants, conditions, products, and yield Reactants: OCCCSC(c1ccccc1)(c1ccccc1)c1ccccc1, C1CCOC1, CS(=O)(=O)Cl. Product: CS(=O)(=O)OCCCSC(c1ccccc1)(c1ccccc1)c1ccccc1. RXN SMILES: [C:6]([c:7]1[cH:8][cH:9][cH:10][cH:11][cH:12]1)([c:13]1[cH:14][cH:15][cH:16][cH:17][cH:18]1)([c:19]1[cH:20][cH:21][cH:22][cH:23][cH:24]1)[S:25][CH2:26][CH2:27][CH2:28][OH:29].[CH2:30]1[O:31][CH2:32][CH2:33][CH2:34]1.[S:1](=[O:2])(=[O:3])([CH3:4])[Cl:5]>>[S:1](=[O:2])(=[O:3])([CH3:4])[O:29][CH2:28][CH2:27][CH2:26][S:25][C:6]([c:7]1[cH:8][cH:9][cH:10][cH:11][cH:12]1)([c:13]1[cH:14][cH:15][cH:16][cH:17][cH:18]1)[c:19]1[cH:20][cH:21][cH:22][cH:23][cH:24]1.